describe an organic reaction: reactants, conditions, products, and yield From a dataset of the Open Reaction Database (ORD), a public repository of structured organic reaction records. Reactants: BrC1=C(C=CC2=C1C=C(O2)C2=CC=C(C=C2)O)O (4-Bromo-2-(4-hydroxy-phenyl)-benzofuran-5-ol), C[O-].[Na+] (sodium methoxide). The reagents and catalysts are [Cu]Br (copper (I) bromide). Solvent: CN(C)C=O (DMF). Reaction conditions: temperature 150 celsius. The product is OC1=CC=C(C=C1)C=1OC2=C(C1)C(=C(C=C2)O)OC (2-(4-Hydroxy-phenyl)-4-methoxy-benzofuran-5-ol). The yield is 36.6%. Reaction SMILES: Br[C:2]1[C:7]2[CH:8]=[C:9]([C:11]3[CH:16]=[CH:15][C:14]([OH:17])=[CH:13][CH:12]=3)[O:10][C:6]=2[CH:5]=[CH:4][C:3]=1[OH:18].[CH3:19][O-:20].[Na+]>CN(C=O)C.[Cu]Br>[OH:17][C:14]1[CH:15]=[CH:16][C:11]([C:9]2[O:10][C:6]3[CH:5]=[CH:4][C:3]([OH:18])=[C:2]([O:20][CH3:19])[C:7]=3[CH:8]=2)=[CH:12][CH:13]=1 |f:1.2|. Reported procedure: A solution of 4-bromo-2-(4-Hydroxyphenyl)-benzofuran-5-ol 130 (0.100 g, 0.32 mmol) and copper (I) bromide (0.047 g, 0.32 mmol) in DMF (4 mL) was treated with sodium methoxide (0.73 mL, 3.2 mmol, 25% by weight in MeOH) and heated at 150° C. for three hours under a nitrogen atmosphere; The reaction was quenched at room temperature with 1 N HCl and extracted with ethyl acetate (3×). The combined organic extracts were washed once with a saturated sodium bicarbonate solution, then dried over magnesiu...